Dataset: the Open Reaction Database (ORD), a public repository of structured organic reaction records. Task: describe an organic reaction: reactants, conditions, products, and yield The reactants are ClCCl, OO, c1ccc(-c2nccn2-c2ccnc(Nc3cccnc3)n2)cc1. The product is [O-][n+]1cccc(Nc2nccc(-n3ccnc3-c3ccccc3)n2)c1. RXN SMILES: [Cl:27][CH2:28][Cl:29].[OH:25][OH:26].[c:1]1(-[c:7]2[n:8](-[c:12]3[n:13][c:14]([NH:18][c:19]4[cH:20][n:21][cH:22][cH:23][cH:24]4)[n:15][cH:16][cH:17]3)[cH:9][cH:10][n:11]2)[cH:2][cH:3][cH:4][cH:5][cH:6]1>>[c:1]1(-[c:7]2[n:8](-[c:12]3[n:13][c:14]([NH:18][c:19]4[cH:20][n+:21]([O-:25])[cH:22][cH:23][cH:24]4)[n:15][cH:16][cH:17]3)[cH:9][cH:10][n:11]2)[cH:2][cH:3][cH:4][cH:5][cH:6]1. Reactants: COc1cccc(CN)c1, O=C(O)c1ccc(-c2cnc3c(c2)N(Cc2cc(Cl)ccc2C(F)(F)F)CCN3)cc1. The product is COc1cccc(CNC(=O)c2ccc(-c3cnc4c(c3)N(Cc3cc(Cl)ccc3C(F)(F)F)CCN4)cc2)c1. As a reaction SMILES: [CH3:32][O:33][c:34]1[cH:35][c:36]([CH2:37][NH2:38])[cH:39][cH:40][cH:41]1.[Cl:1][c:2]1[cH:3][cH:4][c:5]([C:28]([F:29])([F:30])[F:31])[c:6]([CH2:7][N:8]2[c:9]3[c:10]([n:14][cH:15][c:16](-[c:18]4[cH:19][cH:20][c:21]([C:22](=[O:23])[OH:24])[cH:25][cH:26]4)[cH:17]3)[NH:11][CH2:12][CH2:13]2)[cH:27]1>>[Cl:1][c:2]1[cH:3][cH:4][c:5]([C:28]([F:29])([F:30])[F:31])[c:6]([CH2:7][N:8]2[c:9]3[c:10]([n:14][cH:15][c:16](-[c:18]4[cH:19][cH:20][c:21]([C:22](=[O:23])[NH:38][CH2:37][c:36]5[cH:35][c:34]([O:33][CH3:32])[cH:41][cH:40][cH:39]5)[cH:25][cH:26]4)[cH:17]3)[NH:11][CH2:12][CH2:13]2)[cH:27]1. Product: O=C(O)c1ccc(Cl)c(F)c1. Reactants: CC(C)(C)O, CCOC(C)=O, [O-][Cl+][O-], O=Cc1ccc(Cl)c(F)c1, [Na+], O, NS(=O)(=O)O. RXN SMILES: [C:20]([OH:21])([CH3:22])([CH3:23])[CH3:24].[CH3:25][CH2:26][O:27][C:28](=[O:29])[CH3:30].[Cl+:1]([O-:2])[O-:3].[Cl:5][c:6]1[c:7]([F:14])[cH:8][c:9]([CH:10]=[O:11])[cH:12][cH:13]1.[Na+:4].[OH2:31].[S:15]([OH:16])([NH2:17])(=[O:18])=[O:19]>>[Cl:5][c:6]1[c:7]([F:14])[cH:8][c:9]([C:10](=[O:11])[OH:16])[cH:12][cH:13]1. Reactants: CC(CCOC=1C=CC(=C(N)C1)C)C (5-(3-methylbutoxy)-2-methylaniline), Cl (hydrogen chloride). The solvent is CCOCC (ether). The product is Cl.CC(CCOC=1C=CC(=C(N)C1)C)C (5-(3-methylbutoxy)-2-methylaniline hydrochloride). Reaction SMILES: [CH3:1][CH:2]([CH3:14])[CH2:3][CH2:4][O:5][C:6]1[CH:7]=[CH:8][C:9]([CH3:13])=[C:10]([CH:12]=1)[NH2:11].[ClH:15]>CCOCC>[ClH:15].[CH3:1][CH:2]([CH3:14])[CH2:3][CH2:4][O:5][C:6]1[CH:7]=[CH:8][C:9]([CH3:13])=[C:10]([CH:12]=1)[NH2:11] |f:3.4|. Procedure: A solution of 1 part of 5-(3-methylbutoxy)-2-methylaniline in 50 parts of ether was treated with anhydrous hydrogen chloride gas until no further precipitation occurred. The precipitate was filtered off and dried to leave 1.2 parts of 5-(3-methylbutoxy)-2-methylaniline hydrochloride as a grey powder. Reactants: [BH-](OC(=O)C)(OC(=O)C)OC(=O)C.[Na+] (NaBH(OAc)3), C(C)C1CC=2C(=NC(=C(N2)C2=CC=C(C=C2)C)C2=CC=C(C=C2)C)NC1 (7-ethyl-2,3-di-p-tolyl-5,6,7,8-tetrahydropyrido[2,3-b]pyrazine), C(C)C1CC=2C(=NC(=C(N2)C2=CC=C(C=C2)C)C2=CC=C(C=C2)C)NC1 (7-ethyl-2,3-di-p-tolyl-5,6,7,8-tetrahydropyrido[2,3-b]pyrazine), O=CCCCCCC(=O)OCC (ethyl 7-oxoheptanoate). The solvent is ClCCCl (1,2-dichloroethane). Reaction conditions: time 10 minute. Product: C(C)C1CC=2C(=NC(=C(N2)C2=CC=C(C=C2)C)C2=CC=C(C=C2)C)N(C1)CCCCCCC(=O)OCC (Ethyl 7-(7-ethyl-2,3-di-p-tolyl-7,8-dihydropyrido[2,3-b]pyrazin-5(6H)-yl)heptanoate). As a reaction SMILES: [CH2:1]([CH:3]1[CH2:26][NH:25][C:6]2=[N:7][C:8]([C:18]3[CH:23]=[CH:22][C:21]([CH3:24])=[CH:20][CH:19]=3)=[C:9]([C:11]3[CH:16]=[CH:15][C:14]([CH3:17])=[CH:13][CH:12]=3)[N:10]=[C:5]2[CH2:4]1)[CH3:2].O=[CH:28][CH2:29][CH2:30][CH2:31][CH2:32][CH2:33][C:34]([O:36][CH2:37][CH3:38])=[O:35].[BH-](OC(C)=O)(OC(C)=O)OC(C)=O.[Na+]>ClCCCl>[CH2:1]([CH:3]1[CH2:26][N:25]([CH2:28][CH2:29][CH2:30][CH2:31][CH2:32][CH2:33][C:34]([O:36][CH2:37][CH3:38])=[O:35])[C:6]2=[N:7][C:8]([C:18]3[CH:19]=[CH:20][C:21]([CH3:24])=[CH:22][CH:23]=3)=[C:9]([C:11]3[CH:16]=[CH:15][C:14]([CH3:17])=[CH:13][CH:12]=3)[N:10]=[C:5]2[CH2:4]1)[CH3:2] |f:2.3|. Procedure details: To a mixture comprising 7-ethyl-2,3-di-p-tolyl-5,6,7,8-tetrahydropyrido[2,3-b]pyrazine (Intermediate D)(0.1 g, 0.291 mmol) in 1,2-dichloroethane (2 ml) was added molecular sieves followed by ethyl 7-oxoheptanoate (0.15 g, 0.874 mmol). The mixture was stirred for 10 minutes and treated with NaBH(OAc)3. After stirring at RT overnight, the reaction mixture was passed through Celite® (filter material) and partitioned between EtOAc and water. The organic layer was washed with saturated brine solution... The reactants are N1=NC=C(C=C1)NC(OCC(Cl)(Cl)Cl)=O (2,2,2-trichloroethyl pyridazin-4-ylcarbamate), C1(=CC=CC=C1)C=1N=C(SC1)N1CCNCC1 (1-(4-phenyl-1,3-thiazol-2-yl)piperazine), C(C)(C)N(CC)C(C)C (diisopropylethylamine), CS(=O)C (dimethylsulfoxide). The solvent is O (water). Product: C1(=CC=CC=C1)C=1N=C(SC1)N1CCN(CC1)C(=O)NC1=CN=NC=C1 (4-(4-Phenyl-1,3-thiazol-2-yl)-N-pyridazin-4-ylpiperazine-1-carboxamide). Isolated yield 59.3%. Reaction SMILES: [N:1]1[CH:6]=[CH:5][C:4]([NH:7][C:8](=[O:15])OCC(Cl)(Cl)Cl)=[CH:3][N:2]=1.[C:16]1([C:22]2[N:23]=[C:24]([N:27]3[CH2:32][CH2:31][NH:30][CH2:29][CH2:28]3)[S:25][CH:26]=2)[CH:21]=[CH:20][CH:19]=[CH:18][CH:17]=1.C(N(C(C)C)CC)(C)C.CS(C)=O>O>[C:16]1([C:22]2[N:23]=[C:24]([N:27]3[CH2:32][CH2:31][N:30]([C:8]([NH:7][C:4]4[CH:5]=[CH:6][N:1]=[N:2][CH:3]=4)=[O:15])[CH2:29][CH2:28]3)[S:25][CH:26]=2)[CH:17]=[CH:18][CH:19]=[CH:20][CH:21]=1. Procedure details: A solution of 2,2,2-trichloroethyl pyridazin-4-ylcarbamate (100 mg, 0.370 mmol), 1-(4-phenyl-1,3-thiazol-2-yl)piperazine (90.7 mg, 0.370 mmol), diisopropylethylamine (0.0645 ml, 0.370 mmol) and dimethylsulfoxide (2 ml) was stirred at 70° C. for 12 hours, the reaction mixture was poured into water and the mixture was extracted with ethyl acetate. The extract was washed with water and dried over anhydrous magnesium sulfate and the solvent was distilled off under reduced pressure. The residue was r... The reactants are Clc1ccc(I)cc1, Clc1ccc2cc[nH]c2c1. The product is Clc1ccc(-n2ccc3ccc(Cl)cc32)cc1. RXN SMILES: [Cl:11][c:12]1[cH:13][cH:14][c:15]([I:18])[cH:16][cH:17]1.[Cl:1][c:2]1[cH:3][cH:4][c:5]2[cH:6][cH:7][nH:8][c:9]2[cH:10]1>>[Cl:1][c:2]1[cH:3][cH:4][c:5]2[cH:6][cH:7][n:8](-[c:15]3[cH:14][cH:13][c:12]([Cl:11])[cH:17][cH:16]3)[c:9]2[cH:10]1. The reactants are CCN(C(C)C)C(C)C, CC(C)(C)CC1NC(C(=O)O)C(c2cccc(Cl)c2F)C1(C#N)c1ccc(Cl)cc1F, ClCCl, Nc1cnc(N2CCOCC2)nc1, O=P(Cl)(c1ccccc1)c1ccccc1. The product is CC(C)(C)CC1NC(C(=O)Nc2cnc(N3CCOCC3)nc2)C(c2cccc(Cl)c2F)C1(C#N)c1ccc(Cl)cc1F. Reaction SMILES: [CH:32]([N:33]([CH2:34][CH3:35])[CH:36]([CH3:37])[CH3:38])([CH3:39])[CH3:40].[Cl:1][c:2]1[c:3]([F:31])[c:4]([CH:8]2[CH:9]([C:28](=[O:29])[OH:30])[NH:10][CH:11]([CH2:23][C:24]([CH3:25])([CH3:26])[CH3:27])[C:12]2([C:13]#[N:14])[c:15]2[c:16]([F:22])[cH:17][c:18]([Cl:21])[cH:19][cH:20]2)[cH:5][cH:6][cH:7]1.[Cl:69][CH2:70][Cl:71].[O:56]1[CH2:57][CH2:58][N:59]([c:62]2[n:63][cH:64][c:65]([NH2:68])[cH:66][n:67]2)[CH2:60][CH2:61]1.[c:41]1([P:42]([Cl:43])([c:44]2[cH:45][cH:46][cH:47][cH:48][cH:49]2)=[O:50])[cH:51][cH:52][cH:53][cH:54][cH:55]1>>[Cl:1][c:2]1[c:3]([F:31])[c:4]([CH:8]2[CH:9]([C:28](=[O:29])[NH:68][c:65]3[cH:64][n:63][c:62]([N:59]4[CH2:58][CH2:57][O:56][CH2:61][CH2:60]4)[n:67][cH:66]3)[NH:10][CH:11]([CH2:23][C:24]([CH3:25])([CH3:26])[CH3:27])[C:12]2([C:13]#[N:14])[c:15]2[c:16]([F:22])[cH:17][c:18]([Cl:21])[cH:19][cH:20]2)[cH:5][cH:6][cH:7]1.